Dataset: the Open Reaction Database (ORD), a public repository of structured organic reaction records. Task: describe an organic reaction: reactants, conditions, products, and yield Starting materials: CC(C)(C)[O-], Cc1ccccc1C(=O)C1CC1, CC(C)O, [K+]. Product: Cc1ccccc1C(O)C1CC1. RXN SMILES: [CH3:1][C:2]([CH3:3])([O-:4])[CH3:5].[CH3:7][c:8]1[c:9]([C:14](=[O:15])[CH:16]2[CH2:17][CH2:18]2)[cH:10][cH:11][cH:12][cH:13]1.[CH:19]([OH:20])([CH3:21])[CH3:22].[K+:6]>>[CH3:7][c:8]1[c:9]([CH:14]([OH:15])[CH:16]2[CH2:17][CH2:18]2)[cH:10][cH:11][cH:12][cH:13]1. Reactants: BrC=1C=C(C2=C(N1)NN=C2)C(=O)OCC (Ethyl 6-bromo-1H-pyrazolo[3,4-b]pyridine-4-carboxylate), C(=O)([O-])[O-].[K+].[K+] (K2CO3), BrC1CCC1 (bromocyclobutane). Solvent: C(C)#N (acetonitrile). Yields the product BrC=1C=C(C2=C(N1)N(N=C2)C2CCC2)C(=O)OCC (ethyl 6-bromo-1-cyclobutyl-1H-pyrazolo[3,4-b]pyridine-4-carboxylate). Reaction SMILES: [Br:1][C:2]1[CH:3]=[C:4]([C:11]([O:13][CH2:14][CH3:15])=[O:12])[C:5]2[CH:10]=[N:9][NH:8][C:6]=2[N:7]=1.C([O-])([O-])=O.[K+].[K+].Br[CH:23]1[CH2:26][CH2:25][CH2:24]1>C(#N)C>[Br:1][C:2]1[CH:3]=[C:4]([C:11]([O:13][CH2:14][CH3:15])=[O:12])[C:5]2[CH:10]=[N:9][N:8]([CH:23]3[CH2:26][CH2:25][CH2:24]3)[C:6]=2[N:7]=1 |f:1.2.3|. Procedure details: Ethyl 6-bromo-1H-pyrazolo[3,4-b]pyridine-4-carboxylate (1 equiv.) was suspended in acetonitrile and K2CO3 (1.5 equiv.) and bromocyclobutane (2 equiv.) was added to it. The reaction mixture was refluxed for 8 h. On completion, acetonitrile was removed under reduced pressure and water was added to it. Extraction was carried out using ethyl acetate; the combined organic layers were washed with water, brine and dried over anhydrous Na2SO4. Solvent was removed under reduced pressure and residue was p... Reactants: ClCCl, COc1ccc(S(=O)(=O)N(Cc2cccnc2)C(C(=O)O)C(C)C)cc1, CN1CCOCC1, COc1ccc(CON)cc1, CCN=C=NCCCN(C)C, Cl, Cl, O, O[SH]1C=Nc2ccccc21. Yields the product COc1ccc(CONC(=O)C(C(C)C)N(Cc2cccnc2)S(=O)(=O)c2ccc(OC)cc2)cc1. Reaction SMILES: [CH2:68]([Cl:69])[Cl:70].[CH3:2][O:3][c:4]1[cH:5][cH:6][c:7]([S:10](=[O:11])(=[O:12])[N:13]([CH:14]([C:15](=[O:16])[OH:17])[CH:18]([CH3:19])[CH3:20])[CH2:21][c:22]2[cH:23][n:24][cH:25][cH:26][cH:27]2)[cH:8][cH:9]1.[CH3:38][N:39]1[CH2:40][CH2:41][O:42][CH2:43][CH2:44]1.[CH3:45][O:46][c:47]1[cH:48][cH:49][c:50]([CH2:51][O:52][NH2:53])[cH:54][cH:55]1.[CH3:57][N:58]([CH2:59][CH2:60][CH2:61][N:62]=[C:63]=[N:64][CH2:65][CH3:66])[CH3:67].[ClH:1].[ClH:56].[OH2:71].[OH:28][SH:29]1[c:30]2[cH:31][cH:32][cH:33][cH:34][c:35]2[N:36]=[CH:37]1>>[CH3:2][O:3][c:4]1[cH:5][cH:6][c:7]([S:10](=[O:11])(=[O:12])[N:13]([CH:14]([C:15](=[O:16])[NH:53][O:52][CH2:51][c:50]2[cH:49][cH:48][c:47]([O:46][CH3:45])[cH:55][cH:54]2)[CH:18]([CH3:19])[CH3:20])[CH2:21][c:22]2[cH:23][n:24][cH:25][cH:26][cH:27]2)[cH:8][cH:9]1. Procedure details: To a solution of methyl 7-(4-methoxyphenyl)-1,1-dioxo-2,3-dihydro-1-benzothiepine-4-carboxylate (463 mg) in 1,2-dimethoxyethane (30 ml) was added 6N hydrochloric acid (30 ml), and the mixture was refluxed for 18 hours and concentrated under reduced pressure to give crystals, which were collected by filtration. The crystals washed with 2-propanol and hexane to give pale yellow crystals of 7-(4-methoxyphenyl)-1,1-dioxo-2,3-dihydro-1-benzothiepine-4-carboxylic acid (384 mg). Isolated yield 86.3%. The product is COC1=CC=C(C=C1)C=1C=CC2=C(C=C(CCS2(=O)=O)C(=O)O)C1 (7-(4-methoxyphenyl)-1,1-dioxo-2,3-dihydro-1-benzothiepine-4-carboxylic acid). Starting materials: COC1=CC=C(C=C1)C=1C=CC2=C(C=C(CCS2(=O)=O)C(=O)OC)C1 (methyl 7-(4-methoxyphenyl)-1,1-dioxo-2,3-dihydro-1-benzothiepine-4-carboxylate), Cl (hydrochloric acid). Reaction SMILES: [CH3:1][O:2][C:3]1[CH:8]=[CH:7][C:6]([C:9]2[CH:10]=[CH:11][C:12]3[S:18](=[O:20])(=[O:19])[CH2:17][CH2:16][C:15]([C:21]([O:23]C)=[O:22])=[CH:14][C:13]=3[CH:25]=2)=[CH:5][CH:4]=1.Cl>COCCOC>[CH3:1][O:2][C:3]1[CH:8]=[CH:7][C:6]([C:9]2[CH:10]=[CH:11][C:12]3[S:18](=[O:19])(=[O:20])[CH2:17][CH2:16][C:15]([C:21]([OH:23])=[O:22])=[CH:14][C:13]=3[CH:25]=2)=[CH:5][CH:4]=1. Run in COCCOC (1,2-dimethoxyethane). Reactants: IC(C)C (2-Iodopropane), C(=O)([O-])[O-].[K+].[K+] (K2CO3), FC=1C=C2C(=C(NC2=CC1)C)C1=NNS(C2=C1C=CC=C2)(=O)=O (4-(5-fluoro-2-methyl-1H-indol-3-yl)-2H-benzo[e][1,2,3]thiadiazine 1,1-dioxide), C(=O)([O-])[O-].[K+].[K+] (K2CO3), BrCC(=O)OC(C)(C)C (tert-butyl bromoacetate). Run in O (H2O), C(Cl)Cl (CH2Cl2), CC#N (CH3CN). Conditions: temperature 80 celsius, time 8 hour. Product: C(C)(C)(C)OC(CN1C(=C(C2=CC(=CC=C12)F)C1=NN(S(C2=C1C=CC=C2)(=O)=O)C(C)C)C)=O ([3-(2-Isopropyl-1,1-dioxo-1,2-dihydro-1λ6-benzo[e][1,2,3]thiadiazin-4-yl)-5-fluoro-2-methyl-indol-1-yl]-acetic acid tert-butyl ester). RXN SMILES: I[CH:2]([CH3:4])[CH3:3].C([O-])([O-])=O.[K+].[K+].[F:11][C:12]1[CH:13]=[C:14]2[C:18](=[CH:19][CH:20]=1)[NH:17][C:16]([CH3:21])=[C:15]2[C:22]1[C:27]2[CH:28]=[CH:29][CH:30]=[CH:31][C:26]=2[S:25](=[O:33])(=[O:32])[NH:24][N:23]=1.Br[CH2:35][C:36]([O:38][C:39]([CH3:42])([CH3:41])[CH3:40])=[O:37]>CC#N.O.C(Cl)Cl>[C:39]([O:38][C:36](=[O:37])[CH2:35][N:17]1[C:18]2[C:14](=[CH:13][C:12]([F:11])=[CH:20][CH:19]=2)[C:15]([C:22]2[C:27]3[CH:28]=[CH:29][CH:30]=[CH:31][C:26]=3[S:25](=[O:32])(=[O:33])[N:24]([CH:2]([CH3:4])[CH3:3])[N:23]=2)=[C:16]1[CH3:21])([CH3:42])([CH3:41])[CH3:40] |f:1.2.3|. Reported procedure: 2-Iodopropane (7 μL, 67 μmol) and K2CO3 (10 mg, 72 μmol) were added to a solution of 4-(5-fluoro-2-methyl-1H-indol-3-yl)-2H-benzo[e][1,2,3]thiadiazine 1,1-dioxide (20 mg, 61 μmol) in CH3CN (1 mL), and stirred overnight at 80° C. An additional amount of K2CO3 (10 mg, 72 μmol) and tert-butyl bromoacetate (14 μL, 92 μmol) was added, and the reaction mixture stirred an additional 2 h at 80° C. The reaction mixture was diluted with H2O and CH2Cl2, and filtered through an Extrelut column. The Extrelut... Starting materials: BrC=1SC(=CN1)Br (2,5-dibromothiazole), brine ice water, [N+](#[C-])CC(=O)OCC (Ethyl isocyanoacetate), [H-].[Na+] (sodium hydride). The solvent is O1CCCC1 (tetrahydrofuran), [Cl-].[Na+].O (brine), CN(C=O)C (N,N-dimethylformamide). Run at time 2 hour. Yields the product BrC1=CN2C(S1)=C(N=C2)C(=O)OCC (ethyl 2-bromoimidazo[5,1-b]thiazole-7-carboxylate). RXN SMILES: [N+:1]([CH2:3][C:4]([O:6][CH2:7][CH3:8])=[O:5])#[C-:2].[H-].[Na+].Br[C:12]1[S:13][C:14]([Br:17])=[CH:15][N:16]=1>CN(C)C=O.O1CCCC1.[Cl-].[Na+].O>[Br:17][C:14]1[S:13][C:12]2=[C:3]([C:4]([O:6][CH2:7][CH3:8])=[O:5])[N:1]=[CH:2][N:16]2[CH:15]=1 |f:1.2,6.7.8|. Procedure details: Ethyl isocyanoacetate (0.9 ml, 8.2 mmol) was gradually added dropwise to a suspension of sodium hydride (60% in mineral oil, 378 mg, 9.4 mmol) in N,N-dimethylformamide (5 ml) in an argon atmosphere under ice cooling. The mixture was stirred at the same temperature for 2 hr. This solution was added dropwise to a solution of 2,5-dibromothiazole (1.0 g, 4.1 mmol) in tetrahydrofuran (13 ml) cooled to −20° C. (brine/ice water) through a cannula over a period of 20 min, and, while allowing the tempera... The reactants are c1(ccc(cc1)I)Cl, n12c3c(NC(Cc1nnc2C)=O)cccc3. The reagents and catalysts are c1ccc(cc1)-c2c3ccccc3cc4ccccc24 (9-Phenylanthracene), [Li+].C[Si](C)(C)[N-][Si](C)(C)C (LiHMDS), 2G XPhos, C(O[Pd]OC(C)=O)(C)=O (Pd(OAc)2). Solvent: C1CCOC1 (THF). Run at temperature 110 celsius, time 18 hour. Product: Cc1nnc2CC(=O)N(c3ccc(Cl)cc3)c4ccccc4n12. As a reaction SMILES: [CH3:1][c:2]1[n:16]([c:5]2[n:4][n:3]1)[c:15]([c:10]3[NH:9][C:7](=[O:8])[CH2:6]2)[cH:14][cH:13][cH:12][cH:11]3.[Cl:17][c:18]1[cH:23][cH:22][c:21](I)[cH:20][cH:19]1>>[CH3:1][c:2]1[n:16]([c:5]2[n:4][n:3]1)[c:15]([c:10]3[N:9]([c:21]4[cH:22][cH:23][c:18]([Cl:17])[cH:19][cH:20]4)[C:7](=[O:8])[CH2:6]2)[cH:14][cH:13][cH:12][cH:11]3. The reactants are NS(=O)(=O)c1ccc(Br)s1, COC(OC)N(C)C, [Cl-], [Na+], CN(C)C=O. Product: CN(C)C=NS(=O)(=O)c1ccc(Br)s1. As a reaction SMILES: [Br:9][c:10]1[cH:11][cH:12][c:13]([S:15](=[O:16])(=[O:17])[NH2:18])[s:14]1.[CH3:1][O:2][CH:3]([O:4][CH3:5])[N:6]([CH3:7])[CH3:8].[Cl-:20].[Na+:19].[O:21]=[CH:22][N:23]([CH3:24])[CH3:25]>>[CH:3]([N:6]([CH3:7])[CH3:8])=[N:18][S:15]([c:13]1[cH:12][cH:11][c:10]([Br:9])[s:14]1)(=[O:16])=[O:17].